This data is from the Open Reaction Database (ORD), a public repository of structured organic reaction records. The task is: describe an organic reaction: reactants, conditions, products, and yield Reactants: CC(C)([O-])C.[K+] (potassium t-butoxide), C(C1=CC=CC=C1)(=O)S (thiobenzoic S-acid), C(C=C)OC(=O)N1[C@@H](C[C@H](C1)OS(=O)(=O)C)CCN1C(=NC=C1)C(N)=O ((2R,4R)-1-allyloxycarbonyl-2-[2-(2-carbamoylimidazol-1-yl)ethyl]-4-methylsulfonyloxypyrrolidine). The solvent is CN(C=O)C (dimethylformamide), CN(C=O)C (dimethylformamide). Run at time 75 minute. Product: C(C=C)OC(=O)N1[C@@H](C[C@@H](C1)SC(C1=CC=CC=C1)=O)CCN1C(=NC=C1)C(N)=O ((2R,4S)-1-allyloxycarbonyl-4-benzoylthio-2-[2-(2-carbamoylimidazol-1-yl) ethyl]pyrrolidine). RXN SMILES: CC(C)([O-])C.[K+].[C:7]([SH:15])(=[O:14])[C:8]1[CH:13]=[CH:12][CH:11]=[CH:10][CH:9]=1.[CH2:16]([O:19][C:20]([N:22]1[CH2:26][C@H:25](OS(C)(=O)=O)[CH2:24][C@H:23]1[CH2:32][CH2:33][N:34]1[CH:38]=[CH:37][N:36]=[C:35]1[C:39](=[O:41])[NH2:40])=[O:21])[CH:17]=[CH2:18]>CN(C)C=O>[CH2:16]([O:19][C:20]([N:22]1[CH2:26][C@@H:25]([S:15][C:7](=[O:14])[C:8]2[CH:13]=[CH:12][CH:11]=[CH:10][CH:9]=2)[CH2:24][C@H:23]1[CH2:32][CH2:33][N:34]1[CH:38]=[CH:37][N:36]=[C:35]1[C:39](=[O:41])[NH2:40])=[O:21])[CH:17]=[CH2:18] |f:0.1|. Procedure: To a solution of potassium t-butoxide (8.42 g) in dimethylformamide (70 ml) was added thiobenzoic S-acid (9.27 ml) dropwise at -20° C. under dry ice--acetone bath. After the addition, the solution was warmed to room temperature, and then stirred for 75 minutes. To the solution was added a solution of (2R,4R)-1-allyloxycarbonyl-2-[2-(2-carbamoylimidazol-1-yl)ethyl]-4-methylsulfonyloxypyrrolidine (14.5 g) in dimethylformamide (70 ml) and the mixture was heated to 85° C. and stirred for 2 hours. Af... The reactants are CC(C)(C)OC (MTBE), N#N (N2), solution, P(O)(O)(O)=O (phosphoric acid), solution, FC1=C(C=CC=C1)N1N=C(C2=CC=CC=C12)OC1CCNCC1 (1-(2-fluorophenyl)-3-(piperidin-4-yloxy)-1H-indazole). Run in CO (MeOH). The product is P(=O)(O)(O)O.FC1=C(C=CC=C1)N1N=C(C2=CC=CC=C12)OC1CCNCC1 (1-(2-fluorophenyl)-3-(piperidin-4yloxy)-1H-indazole phosphate). RXN SMILES: [P:1](=[O:5])([OH:4])([OH:3])[OH:2].[F:6][C:7]1[CH:12]=[CH:11][CH:10]=[CH:9][C:8]=1[N:13]1[C:21]2[C:16](=[CH:17][CH:18]=[CH:19][CH:20]=2)[C:15]([O:22][CH:23]2[CH2:28][CH2:27][NH:26][CH2:25][CH2:24]2)=[N:14]1.N#N.CC(OC)(C)C>CO>[P:1]([OH:5])([OH:4])([OH:3])=[O:2].[F:6][C:7]1[CH:12]=[CH:11][CH:10]=[CH:9][C:8]=1[N:13]1[C:21]2[C:16](=[CH:17][CH:18]=[CH:19][CH:20]=2)[C:15]([O:22][CH:23]2[CH2:28][CH2:27][NH:26][CH2:25][CH2:24]2)=[N:14]1 |f:5.6|. Procedure details: 2.09 mg of concentrated phosphoric acid was added to 0.58 ml of a solution of 1-(2-fluorophenyl)-3-(piperidin-4-yloxy)-1H-indazole in MeOH (concentration=10.3 mg/ml). The solution was heated and stirred in uncapped vials and then placed under a stream of N2 gas. These steps were repeated until approximately 0.100 ml or less of solution remained. Approximately 0.500 ml of MTBE was then added. Precipitation was observed and the suspension was capped and stirred for 3 hours or less. The vial was th... As a reaction SMILES: [C:1]1([C:7]2[C:8]([C:16]3[CH:23]=[CH:22][C:19]([CH:20]=[O:21])=[CH:18][CH:17]=3)=[N:9][C:10]3[N:11]([CH:13]=[CH:14][N:15]=3)[CH:12]=2)[CH:6]=[CH:5][CH:4]=[CH:3][CH:2]=1.[CH3:24][Zn]Cl>C1COCC1>[C:1]1([C:7]2[C:8]([C:16]3[CH:17]=[CH:18][C:19]([CH:20]([OH:21])[CH3:24])=[CH:22][CH:23]=3)=[N:9][C:10]3[N:11]([CH:13]=[CH:14][N:15]=3)[CH:12]=2)[CH:6]=[CH:5][CH:4]=[CH:3][CH:2]=1. Procedure: 100 mg 4-(6-phenylimidazo[1,2-a]pyrimidin-7-yl)benzaldehyde (prepared as described for example 1) are dissolved in 2 ml THF and 1 ml of a 2M solution of MeZnCl is added. The mixture is heated (100° C., microwave) for 2 h, cooled to room temperature and extracted with a mixture of dichloromethane and water. The organic layers are dried over sodium sulphate and the solvent is evaporated. The solvent is C1CCOC1 (THF). Reaction conditions: temperature 100 celsius. Reactants: solution, C[Zn]Cl (MeZnCl), C1(=CC=CC=C1)C=1C(=NC=2N(C1)C=CN2)C2=CC=C(C=O)C=C2 (4-(6-phenylimidazo[1,2-a]pyrimidin-7-yl)benzaldehyde). Yields the product C1(=CC=CC=C1)C=1C(=NC=2N(C1)C=CN2)C2=CC=C(C=C2)C(C)O (1-[4-(6-phenylimidazo[1,2-a]pyrimidin-7-yl)phenyl]ethanol). Reactants: Cl[C@H]1CN(CCC1)CCC1=CC=C(C=C1)OC ((R)-3-chloro-1-(4-methoxyphenethyl)piperidine), [H-].[K+] (Potassium hydride), C1=CC=CC=2NC3=C(SCC21)C=CC=C3 (5,11-dihydrodibenzo[b,e][1,4]thiazepine), 8384h. Run in COCCOC (DME), COCCOC (DME). Yields the product COC1=CC=C(CCN2[C@@H](CCC2)CN2C3=C(SCC4=C2C=CC=C4)C=CC=C3)C=C1 ((S)-5,11-Dihydro-5-[1-(4-methoxyphenethyl)-2-pyrrolidinylmethyl]dibenzo[b,e][1,4]thiazepine). The yield is 12.0%. Reaction SMILES: [H-].[K+].[CH:3]1[C:13]2[CH2:12][S:11][C:10]3[CH:14]=[CH:15][CH:16]=[CH:17][C:9]=3[NH:8][C:7]=2[CH:6]=[CH:5][CH:4]=1.Cl[C@@H:19]1[CH2:24][CH2:23][CH2:22][N:21]([CH2:25][CH2:26][C:27]2[CH:32]=[CH:31][C:30]([O:33][CH3:34])=[CH:29][CH:28]=2)[CH2:20]1>COCCOC>[CH3:34][O:33][C:30]1[CH:29]=[CH:28][C:27]([CH2:26][CH2:25][N:21]2[CH2:22][CH2:23][CH2:24][C@H:20]2[CH2:19][N:8]2[C:7]3[CH:6]=[CH:5][CH:4]=[CH:3][C:13]=3[CH2:12][S:11][C:10]3[CH:14]=[CH:15][CH:16]=[CH:17][C:9]2=3)=[CH:32][CH:31]=1 |f:0.1|. Procedure details: Potassium hydride (35% dispersion in oil, 229 mg) was added to a solution of 5,11-dihydrodibenzo[b,e][1,4]thiazepine (see U.S. Pat. No. 3,188,322 [Chem. Abs., 63, 8384h (1965)] and I. Udea and S. Umio, Bull. Chem. Soc. Japan, 48(8), 2323 (1975)) (425 mg) in DME (1,2-dimethoxyethane) (20 ml) and the mixture stirred at room temperature for 30 minutes, treated with a solution of (R)-3-chloro-1-(4-methoxyphenethyl)piperidine (see Preparation 1) (507 mg) in DME (5 ml) and heated under reflux for 18 h... Yields the product ClCc1cc(Cl)cc(Cl)c1. Starting materials: ClC(Cl)Cl, OCc1cc(Cl)cc(Cl)c1, O, O=S(Cl)Cl, c1ccncc1. Reaction SMILES: [CH:22]([Cl:23])([Cl:24])[Cl:25].[Cl:1][c:2]1[cH:3][c:4]([CH2:9][OH:10])[cH:5][c:6]([Cl:8])[cH:7]1.[OH2:21].[S:17]([Cl:18])([Cl:19])=[O:20].[cH:11]1[cH:12][cH:13][n:14][cH:15][cH:16]1>>[Cl:1][c:2]1[cH:3][c:4]([CH2:9][Cl:19])[cH:5][c:6]([Cl:8])[cH:7]1. The reactants are CCc1cn(C2CC(O)C(COS(=O)(=O)c3ccc(C)cc3)O2)c(=O)[nH]c1=O, CN(C)C=O, [Li+], [N-]=[N+]=[N-], [N-]=[N+]=[N-], [Na+]. Yields the product CCc1cn(C2CC(O)C(CN=[N+]=[N-])O2)c(=O)[nH]c1=O. RXN SMILES: [CH2:1]([CH3:2])[c:3]1[c:4](=[O:28])[nH:5][c:6](=[O:27])[n:7]([CH:8]2[CH2:9][CH:10]([OH:11])[CH:12]([CH2:13][O:14][S:15]([c:16]3[cH:17][cH:18][c:19]([CH3:20])[cH:21][cH:22]3)(=[O:23])=[O:24])[O:25]2)[cH:26]1.[CH3:37][N:38]([CH3:39])[CH:40]=[O:41].[Li+:36].[N-:30]=[N+:31]=[N-:32].[N-:33]=[N+:34]=[N-:35].[Na+:29]>>[CH2:1]([CH3:2])[c:3]1[c:4](=[O:28])[nH:5][c:6](=[O:27])[n:7]([CH:8]2[CH2:9][CH:10]([OH:11])[CH:12]([CH2:13][N:30]=[N+:31]=[N-:32])[O:25]2)[cH:26]1. Reactants: Cl (hydrochloric acid), [OH-].[Na+] (sodium hydroxide), ice, COC=1C(=C(C(=O)OC)C(=CC1OC)[N+](=O)[O-])OS(=O)(=O)C (methyl 3,4-dimethoxy-2-methanesulfonyloxy-6-nitrobenzoate). Run in O1CCOCC1 (dioxane). Reaction conditions: time 1 hour. The product is COC=1C(=C(C(=O)OC)C(=CC1OC)[N+](=O)[O-])O (Methyl 3,4-dimethoxy-2-hydroxy-6-nitrobenzoate). The yield is 92.0%. Reaction SMILES: [OH-].[Na+].[CH3:3][O:4][C:5]1[C:6]([O:20]S(C)(=O)=O)=[C:7]([C:12]([N+:17]([O-:19])=[O:18])=[CH:13][C:14]=1[O:15][CH3:16])[C:8]([O:10][CH3:11])=[O:9].Cl>O1CCOCC1>[CH3:3][O:4][C:5]1[C:6]([OH:20])=[C:7]([C:12]([N+:17]([O-:19])=[O:18])=[CH:13][C:14]=1[O:15][CH3:16])[C:8]([O:10][CH3:11])=[O:9] |f:0.1|. Procedure: 4N aqueous sodium hydroxide solution (17 ml) was added to an ice cooled suspension of methyl 3,4-dimethoxy-2-methanesulfonyloxy-6-nitrobenzoate (1.74 g, 0.0052 mol) in dioxane (9 ml) and the resulting orange solution stirred for 1 hour. The reaction mixture was acidified with 2N aqueous hydrochloric acid and extracted with dichloromethane (2×50 ml). The combined organic extracts were dried (MgSO4), filtered and evaporated under reduced pressure to give the subtitle compound as a white solid (1.2...